This data is from the Open Reaction Database (ORD), a public repository of structured organic reaction records. The task is: describe an organic reaction: reactants, conditions, products, and yield The reactants are CS(=O)(=O)O (methanesulphonic acid), O (water), NC1=C(C(=CC(=C1)Cl)CCC1=NC=CC=C1)O (2-amino-4-chloro-6-[2-(pyridin-2-yl)ethyl]-phenol), S1C2=C(C=C1C(=O)Cl)C=CC=C2 (benzo[b]thiophene-2-carbonyl chloride). Run in C1(=CC=CC=C1)C (toluene), O1CCOCC1 (1,4-dioxan). Product: S1C2=C(C=C1C=1OC3=C(N1)C=C(C=C3CCC3=NC=CC=C3)Cl)C=CC=C2 (2-(benzo[b]thien-2-yl)-5-chloro-7-[2-(pyridin-2-yl)ethyl]-benzoxazole). Isolated yield 41.0%. RXN SMILES: [NH2:1][C:2]1[CH:7]=[C:6]([Cl:8])[CH:5]=[C:4]([CH2:9][CH2:10][C:11]2[CH:16]=[CH:15][CH:14]=[CH:13][N:12]=2)[C:3]=1[OH:17].[S:18]1[C:22]([C:23](Cl)=O)=[CH:21][C:20]2[CH:26]=[CH:27][CH:28]=[CH:29][C:19]1=2.CS(O)(=O)=O.O>O1CCOCC1.C1(C)C=CC=CC=1>[S:18]1[C:22]([C:23]2[O:17][C:3]3[C:4]([CH2:9][CH2:10][C:11]4[CH:16]=[CH:15][CH:14]=[CH:13][N:12]=4)=[CH:5][C:6]([Cl:8])=[CH:7][C:2]=3[N:1]=2)=[CH:21][C:20]2[CH:26]=[CH:27][CH:28]=[CH:29][C:19]1=2. Procedure: This compound is prepared from 2-amino-4-chloro-6-[2-(pyridin-2-yl)ethyl]-phenol and benzo[b]thiophene-2-carbonyl chloride using method A with 1,4-dioxan as solvent to give the crude amide (73%). This is treated with methanesulphonic acid in toluene at reflux with azeotropic removal of water to give the title compound, (41%) as a white crystalline solid m.p.=183-184° C. TLC (SiO2, EtOAc:hexanes 1:1, Rf=0.56). CI Mass Spectrum (methane) m/z=391 [M+H]+. Starting materials: CCOC(=O)c1nc2n(n1)-c1ccc(Cl)cc1C(c1ccccc1F)=NC2, CNC, CO, CN. Yields the product CN(C)C(=O)c1nc2n(n1)-c1ccc(Cl)cc1C(c1ccccc1F)=NC2. As a reaction SMILES: [CH2:6]([O:8][C:9](=[O:7])[c:11]1[n:12][n:13]2[c:14]([n:32]1)[CH2:15][N:16]=[C:17]([c:25]1[c:26]([F:31])[cH:27][cH:28][cH:29][cH:30]1)[c:18]1[c:19]-2[cH:20][cH:21][c:22]([Cl:24])[cH:23]1)[CH3:10].[CH3:1][NH:2][CH3:3].[CH3:33][OH:34].[CH3:4][NH2:5]>>[CH3:1][N:2]([CH3:3])[C:9](=[O:8])[c:11]1[n:12][n:13]2[c:14]([n:32]1)[CH2:15][N:16]=[C:17]([c:25]1[c:26]([F:31])[cH:27][cH:28][cH:29][cH:30]1)[c:18]1[c:19]-2[cH:20][cH:21][c:22]([Cl:24])[cH:23]1. Reactants: O=C([O-])O, CN1CCCC1=O, Nc1ccc(OCc2cccc(F)c2)c(Cl)c1, Cn1ccc2ncnc(Cl)c21, [Na+]. As a reaction SMILES: [C:36](=[O:37])([O-:38])[OH:39].[CH3:29][N:30]1[CH2:31][CH2:32][CH2:33][C:34]1=[O:35].[Cl:12][c:13]1[cH:14][c:15]([NH2:16])[cH:17][cH:18][c:19]1[O:20][CH2:21][c:22]1[cH:23][c:24]([F:28])[cH:25][cH:26][cH:27]1.[Cl:1][c:2]1[c:3]2[c:4]([n:5][cH:6][n:7]1)[cH:8][cH:9][n:10]2[CH3:11].[Na+:40]>>[c:2]1([NH:16][c:15]2[cH:14][c:13]([Cl:12])[c:19]([O:20][CH2:21][c:22]3[cH:23][c:24]([F:28])[cH:25][cH:26][cH:27]3)[cH:18][cH:17]2)[c:3]2[c:4]([n:5][cH:6][n:7]1)[cH:8][cH:9][n:10]2[CH3:11]. Product: Cn1ccc2ncnc(Nc3ccc(OCc4cccc(F)c4)c(Cl)c3)c21. Starting materials: alcohol, C(CCC)C1=NC(=C(C(=N1)Cl)[N+](=O)[O-])Cl (2-n-butyl-4,6-dichloro-5-nitro-pyrimidine), NC(CC)CC (3-aminopentane). Solvent: C(C)N(CC)CC (triethylamine). Run at time 3 hour. Yields the product C(CCC)C1=NC(=C(C(=N1)Cl)[N+](=O)[O-])NC(CC)CC (2-n-butyl-4-chloro-5-nitro-6-(3-pentylamino)-pyrimidine). Reaction SMILES: [CH2:1]([C:5]1[N:10]=[C:9](Cl)[C:8]([N+:12]([O-:14])=[O:13])=[C:7]([Cl:15])[N:6]=1)[CH2:2][CH2:3][CH3:4].[NH2:16][CH:17]([CH2:20][CH3:21])[CH2:18][CH3:19]>C(N(CC)CC)C>[CH2:1]([C:5]1[N:6]=[C:7]([Cl:15])[C:8]([N+:12]([O-:14])=[O:13])=[C:9]([NH:16][CH:17]([CH2:20][CH3:21])[CH2:18][CH3:19])[N:10]=1)[CH2:2][CH2:3][CH3:4]. Procedure details: 200 ml of alcohol and 4.5 g (44 m-moles) of triethylamine are added to 11 g (44 m-moles) of 2-n-butyl-4,6-dichloro-5-nitro-pyrimidine. At -50° C, 4.0 g (44 m-moles of 3-aminopentane are added dropwise. The reaction mixture is stirred for 3 hours and then evaporated. The residue is suspended in 100 ml of water and extraction is performed with ether. The ethereal extracts are dried over MgSO4 and evaporated to yield 10.5 g of 2-n-butyl-4-chloro-5-nitro-6-(3-pentylamino)-pyrimidine (nD20 : 1.5383) ... Starting materials: CC=Cc1nc2cc(C(F)(F)F)ccc2c(C)c1C(=O)OCC, CCO, [Na+], [OH-], O. Yields the product CC=Cc1nc2cc(C(F)(F)F)ccc2c(C)c1C(=O)O. Reaction SMILES: [CH2:3]([CH3:4])[O:5][C:6](=[O:7])[c:8]1[c:9]([CH:23]=[CH:24][CH3:25])[n:10][c:11]2[cH:12][c:13]([C:19]([F:20])([F:21])[F:22])[cH:14][cH:15][c:16]2[c:17]1[CH3:18].[CH3:27][CH2:28][OH:29].[Na+:2].[OH-:1].[OH2:26]>>[O:5]=[C:6]([OH:7])[c:8]1[c:9]([CH:23]=[CH:24][CH3:25])[n:10][c:11]2[cH:12][c:13]([C:19]([F:20])([F:21])[F:22])[cH:14][cH:15][c:16]2[c:17]1[CH3:18]. Starting materials: ClC=1C=C2N=CC(NC2=CC1Cl)=O (6,7-dichloroquinoxalin-2(1H)-one), ice, [H-].[Na+] (sodium hydride), BrCC(=O)OCC1=CC=CC=C1 (benzyl bromoacetate). The solvent is CN(C)C=O (DMF). Reaction conditions: time 2 hour. Product: C(C1=CC=CC=C1)OC(=O)CN1C(C=NC2=CC(=C(C=C12)Cl)Cl)=O (1-benzyloxycarbonylmethyl-6,7-dichloroquinoxaline-2(1H)-one). Yield: 78.8%. Reaction SMILES: [Cl:1][C:2]1[CH:3]=[C:4]2[C:9](=[CH:10][C:11]=1[Cl:12])[NH:8][C:7](=[O:13])[CH:6]=[N:5]2.[H-].[Na+].Br[CH2:17][C:18]([O:20][CH2:21][C:22]1[CH:27]=[CH:26][CH:25]=[CH:24][CH:23]=1)=[O:19]>CN(C=O)C>[CH2:21]([O:20][C:18]([CH2:17][N:8]1[C:9]2[C:4](=[CH:3][C:2]([Cl:1])=[C:11]([Cl:12])[CH:10]=2)[N:5]=[CH:6][C:7]1=[O:13])=[O:19])[C:22]1[CH:27]=[CH:26][CH:25]=[CH:24][CH:23]=1 |f:1.2|. Reported procedure: Under a nitrogen atmosphere 6,7-dichloroquinoxalin-2(1H)-one (10.0 g, 46.5 mmol) (Liebigs Ann. Chem, (1982), 754) was suspended in 135 ml of dry DMF and sodium hydride (2.23 g, 55.8 mmol (60% mineral oil dispersion)) was added. After stirring for 2 h, benzyl bromoacetate (9.18 ml, 58.6 mmol) was added and the mixture was stirred for 3.5 h. The reaction mixture was poured onto 300 g of crushed ice and the precipitate was filtered off, washed with water and dried. The product was triturated with e... Starting materials: C1(=CC=CC=C1)C (toluene), Cl.S1C=CC=2CNCCC21 (4,5,6,7-tetrahydrothieno[3,2-c]pyridine hydrochloride), C[O-].[Na+] (sodium methoxide), C(C)O (ethanol). The solvent is C(C)(=O)OCC (ethyl acetate), CO (methanol). Reaction conditions: time 1 hour. The product is C(C)(=O)N1CC2=C(CC1)SC=C2 (5-Acetyl-4,5,6,7-tetrahydrothieno[3,2-c]pyridine). Reaction SMILES: Cl.[S:2]1[C:10]2[CH2:9][CH2:8][NH:7][CH2:6][C:5]=2[CH:4]=[CH:3]1.C[O-].[Na+].[CH2:14]([OH:16])[CH3:15].C1(C)C=CC=CC=1>CO.C(OCC)(=O)C>[C:14]([N:7]1[CH2:8][CH2:9][C:10]2[S:2][CH:3]=[CH:4][C:5]=2[CH2:6]1)(=[O:16])[CH3:15] |f:0.1,2.3|. Reported procedure: 35.1 g (200 mmole) of 4,5,6,7-tetrahydrothieno[3,2-c]pyridine hydrochloride and 38.57 g (200 mmole) of 28% w/v sodium methoxide in methanol were added to 200 ml of ethanol, and the resulting mixture was stirred at room temperature for 1 hour. The inorganic salt thus precipitated was filtered off, and the filtrate was concentrated to dryness by evaporation under reduced pressure. 50 ml of acetic anhydride were added all at once, whilst stirring, to the residue, and the resulting mixture was stirr... The yield is 200.0%. Product: C[N+](C)(C)C.COC1=C(C=CC=C1)[O-].C(C)(C)O (tetramethylammonium 2-methoxyphenolate isopropanol). Reaction SMILES: [OH-].[CH3:2][N+:3]([CH3:6])([CH3:5])[CH3:4].CO.[C:9]1([O:16][CH3:17])[C:10](=[CH:12][CH:13]=[CH:14][CH:15]=1)[OH:11]>CO>[CH3:2][N+:3]([CH3:6])([CH3:5])[CH3:4].[CH3:17][O:16][C:9]1[CH:15]=[CH:14][CH:13]=[CH:12][C:10]=1[O-:11].[CH:10]([OH:11])([CH3:12])[CH3:9] |f:0.1.2,5.6.7|. The solvent is CO (methanol). Starting materials: [OH-].C[N+](C)(C)C.CO (tetramethylammonium hydroxide methanol), C=1(C(O)=CC=CC1)OC (guaiacol). Procedure: To 5.20 ml of a commercially available 10% tetramethylammonium hydroxide-methanol solution (manufactured by TOKYO KASEI; 5.05 mmole equivalents) was added 0.6264 g of guaiacol (5.05 mmoles), and methanol was removed under reduced pressure. To the residue was added 10 ml of isopropanol, and the alcohol was removed under reduced pressure again. Finally 5 ml of isopropanol was added to obtain about 7 ml of a tetramethylammonium-2-methoxyphenolate-isopropanol solution (containing 5.05 mmoles of guai... The reactants are CN1CCC(N2CCc3cc(Br)ccc32)CC1, C1CCOC1, C[Si](C)(C)[N-][Si](C)(C)C, [Li+], O=C(C=Cc1ccccc1)C=Cc1ccccc1, O=C(C=Cc1ccccc1)C=Cc1ccccc1, O=C(C=Cc1ccccc1)C=Cc1ccccc1, [Pd], [Pd]. Yields the product CN1CCC(N2CCc3cc(N)ccc32)CC1. As a reaction SMILES: [Br:1][c:2]1[cH:3][c:4]2[c:8]([cH:9][cH:10]1)[N:7]([CH:11]1[CH2:12][CH2:13][N:14]([CH3:17])[CH2:15][CH2:16]1)[CH2:6][CH2:5]2.[CH2:28]1[O:29][CH2:30][CH2:31][CH2:32]1.[CH3:19][Si:20]([N-:23][Si:21]([CH3:22])([CH3:24])[CH3:25])([CH3:26])[CH3:27].[Li+:18].[O:35]=[C:36]([CH:37]=[CH:38][c:39]1[cH:40][cH:41][cH:42][cH:43][cH:44]1)[CH:45]=[CH:46][c:47]1[cH:48][cH:49][cH:50][cH:51][cH:52]1.[O:53]=[C:54]([CH:55]=[CH:56][c:57]1[cH:58][cH:59][cH:60][cH:61][cH:62]1)[CH:63]=[CH:64][c:65]1[cH:66][cH:67][cH:68][cH:69][cH:70]1.[O:71]=[C:72]([CH:73]=[CH:74][c:75]1[cH:76][cH:77][cH:78][cH:79][cH:80]1)[CH:81]=[CH:82][c:83]1[cH:84][cH:85][cH:86][cH:87][cH:88]1.[Pd:33].[Pd:34]>>[c:2]1([NH2:23])[cH:3][c:4]2[c:8]([cH:9][cH:10]1)[N:7]([CH:11]1[CH2:12][CH2:13][N:14]([CH3:17])[CH2:15][CH2:16]1)[CH2:6][CH2:5]2. The reactants are Cc1ccc(S(=O)(=O)OCc2noc(C(CCCC3CCCCC3)CC(=O)OC(C)(C)C)n2)cc1, CNC. The product is CN(C)Cc1noc(C(CCCC2CCCCC2)CC(=O)OC(C)(C)C)n1. RXN SMILES: [C:1]([CH3:2])([CH3:3])([CH3:4])[O:5][C:6]([CH2:7][CH:8]([CH2:9][CH2:10][CH2:11][CH:12]1[CH2:13][CH2:14][CH2:15][CH2:16][CH2:17]1)[c:18]1[n:19][c:20]([CH2:23][O:24][S:25]([c:26]2[cH:27][cH:28][c:29]([CH3:30])[cH:31][cH:32]2)(=[O:33])=[O:34])[n:21][o:22]1)=[O:35].[CH3:36][NH:37][CH3:38]>>[C:1]([CH3:2])([CH3:3])([CH3:4])[O:5][C:6]([CH2:7][CH:8]([CH2:9][CH2:10][CH2:11][CH:12]1[CH2:13][CH2:14][CH2:15][CH2:16][CH2:17]1)[c:18]1[n:19][c:20]([CH2:23][N:37]([CH3:36])[CH3:38])[n:21][o:22]1)=[O:35].